Dataset: the Open Reaction Database (ORD), a public repository of structured organic reaction records. Task: describe an organic reaction: reactants, conditions, products, and yield Reactants: CN(C)c1ccc(CNC(=O)NCCCC(=O)NOCc2ccccc2)cc1, CO. Product: CN(C)c1ccc(CNC(=O)NCCCC(=O)NO)cc1. As a reaction SMILES: [CH2:1]([c:2]1[cH:3][cH:4][cH:5][cH:6][cH:7]1)[O:8][NH:9][C:10]([CH2:11][CH2:12][CH2:13][NH:14][C:15](=[O:16])[NH:17][CH2:18][c:19]1[cH:20][cH:21][c:22]([N:25]([CH3:26])[CH3:27])[cH:23][cH:24]1)=[O:28].[CH3:29][OH:30]>>[OH:8][NH:9][C:10]([CH2:11][CH2:12][CH2:13][NH:14][C:15](=[O:16])[NH:17][CH2:18][c:19]1[cH:20][cH:21][c:22]([N:25]([CH3:26])[CH3:27])[cH:23][cH:24]1)=[O:28]. Starting materials: C([O-])(O)=O.[Na+] (sodium bicarbonate), Cl.BrC1=C(C[C@@H](N)C(=O)OC)C=CC=C1 (methyl 2-bromo-D-phenylalaninate hydrochloride), ClC(=O)OC (methyl chloroformate). Solvent: hexanes, ClCCl (dichloromethane), O (water), O (water). Conditions: time 2.5 hour. The product is BrC1=C(C[C@@H](NC(=O)OC)C(=O)OC)C=CC=C1 (methyl 2-bromo-N-(methoxycarbonyl)-D-phenylalaninate). Yield: 99.8%. Reaction SMILES: Cl.[Br:2][C:3]1[CH:15]=[CH:14][CH:13]=[CH:12][C:4]=1[CH2:5][C@H:6]([C:8]([O:10][CH3:11])=[O:9])[NH2:7].C(=O)(O)[O-].[Na+].Cl[C:22]([O:24][CH3:25])=[O:23]>ClCCl.O>[Br:2][C:3]1[CH:15]=[CH:14][CH:13]=[CH:12][C:4]=1[CH2:5][C@H:6]([C:8]([O:10][CH3:11])=[O:9])[NH:7][C:22]([O:24][CH3:25])=[O:23] |f:0.1,2.3|. Reported procedure: Dissolve methyl 2-bromo-D-phenylalaninate hydrochloride (27.2 g, 92.3 mmol) in dichloromethane (923 mL) and water (185 mL). Add sodium bicarbonate (31.0 g, 369.4 mmol) and methyl chloroformate (7.86 mL, 101.6 mmol) at room temperature. Stir the mixture 2.5 hours. Dilute with water and extract with dichloromethane. Dry the dichloromethane extracts over sodium sulfate, filter, and concentrate under reduced pressure. Purify the residue by silica gel chromatography eluting with ethyl acetate:hexanes...